From a dataset of the Open Reaction Database (ORD), a public repository of structured organic reaction records. describe an organic reaction: reactants, conditions, products, and yield Run in C(Cl)Cl (CH2Cl2). The reactants are CC1=C(C=C(C=C1)C(CC)=O)[N+](=O)[O-] (1-(4-methyl-3-nitrophenyl)propan-1-one), BrBr (bromine). Yield: 97.0%. Product: BrC(C(=O)C1=CC(=C(C=C1)C)[N+](=O)[O-])C (2-bromo-1-(4-methyl-3-nitrophenyl)propan-1-one). Procedure details: To a solution of 1-(4-methyl-3-nitrophenyl)propan-1-one (6.6 g, 34.1 mmol) in CH2Cl2 (200 mL) is added bromine (34.1 mmol) dropwise over 20 minutes. The reaction is stirred for 4 hours at room temp. and then washed with sat. aqueous NaHCO3 (100 mL), organic layer is collected, dried over Na2SO4, filtered and concentrated to dryness to afford 9.0 g (97%) of the title compound as an orange oil: Rf 0.53 (1:1 CH2Cl2:hexanes). As a reaction SMILES: [CH3:1][C:2]1[CH:7]=[CH:6][C:5]([C:8](=[O:11])[CH2:9][CH3:10])=[CH:4][C:3]=1[N+:12]([O-:14])=[O:13].[Br:15]Br>C(Cl)Cl>[Br:15][CH:9]([CH3:10])[C:8]([C:5]1[CH:6]=[CH:7][C:2]([CH3:1])=[C:3]([N+:12]([O-:14])=[O:13])[CH:4]=1)=[O:11]. Conditions: time 4 hour. The reactants are C(C)N1C(=C(C2=CC(=CC=C12)O)C1=C(C=CC=C1)Br)C (1-ethyl-3-(2-bromo-phenyl)-2-methyl-1H-indole-5-ol), C(C)OC(C(C)(C)Br)=O (2-bromo-2-methyl-propanoic acid ethylester). Product: C(C)OC(C(C)(C)OC=1C=C2C(=C(N(C2=CC1)CC)C)C1=C(C=CC=C1)Br)=O (2-[1-Ethyl-3-(2-bromo-phenyl)-2-methyl-1H-indole-5-yloxy]-2-methyl-propanoic acid ethylester). As a reaction SMILES: [CH2:1]([N:3]1[C:11]2[C:6](=[CH:7][C:8]([OH:12])=[CH:9][CH:10]=2)[C:5]([C:13]2[CH:18]=[CH:17][CH:16]=[CH:15][C:14]=2[Br:19])=[C:4]1[CH3:20])[CH3:2].[CH2:21]([O:23][C:24](=[O:29])[C:25](Br)([CH3:27])[CH3:26])[CH3:22]>>[CH2:21]([O:23][C:24](=[O:29])[C:25]([O:12][C:8]1[CH:7]=[C:6]2[C:11](=[CH:10][CH:9]=1)[N:3]([CH2:1][CH3:2])[C:4]([CH3:20])=[C:5]2[C:13]1[CH:18]=[CH:17][CH:16]=[CH:15][C:14]=1[Br:19])([CH3:27])[CH3:26])[CH3:22]. Procedure details: The above compound was prepared from 1-ethyl-3-(2-bromo-phenyl)-2-methyl-1H-indole-5-ol and 2-bromo-2-methyl-propanoic acid ethylester analogously to Example 10. Reactants: Cn1cc(Br)cc(Br)c1=O, O=C([O-])[O-], C1COCCO1, CN1CCN(c2ccc(N)nc2)CC1, [Cs+], [Cs+], CC1(C)c2cccc(P(c3ccccc3)c3ccccc3)c2Oc2c(P(c3ccccc3)c3ccccc3)cccc21. Yields the product CN1CCN(c2ccc(Nc3cc(Br)cn(C)c3=O)nc2)CC1. Reaction SMILES: [Br:15][c:16]1[c:17](=[O:24])[n:18]([CH3:23])[cH:19][c:20]([Br:22])[cH:21]1.[C:67](=[O:68])([O-:69])[O-:70].[CH2:73]1[O:74][CH2:75][CH2:76][O:77][CH2:78]1.[CH3:1][N:2]1[CH2:3][CH2:4][N:5]([c:8]2[cH:9][cH:10][c:11]([NH2:14])[n:12][cH:13]2)[CH2:6][CH2:7]1.[Cs+:71].[Cs+:72].[c:25]1([P:26]([c:27]2[cH:28][cH:29][cH:30][cH:31][cH:32]2)[c:33]2[c:34]3[c:58]([cH:59][cH:60][cH:61]2)[C:55]([CH3:56])([CH3:57])[c:37]2[c:36]([c:41]([P:42]([c:43]4[cH:44][cH:45][cH:46][cH:47][cH:48]4)[c:49]4[cH:50][cH:51][cH:52][cH:53][cH:54]4)[cH:40][cH:39][cH:38]2)[O:35]3)[cH:62][cH:63][cH:64][cH:65][cH:66]1>>[CH3:1][N:2]1[CH2:3][CH2:4][N:5]([c:8]2[cH:9][cH:10][c:11]([NH:14][c:16]3[c:17](=[O:24])[n:18]([CH3:23])[cH:19][c:20]([Br:22])[cH:21]3)[n:12][cH:13]2)[CH2:6][CH2:7]1. Reactants: Cl (hydrochloride), C=1C=CC2=C(C1)N=NN2O (HOBt), Cl.CNCC(=O)OC (methyl N-methylglycinate hydrochloride), CCN=C=NCCCN(C)C (WSC), Cl.C1(CC1)N(CC(=O)O)CC1=CC(=CC=C1)C(NC=1SC2=C(C1C(NC1=CC=C(C=C1)CCC1=CC=C(C=C1)C(=O)OC)=O)CCCC2)=O (N-cyclopropyl-N-[3-({3-[(4-{2-[4-(methoxycarbonyl)phenyl]ethyl}phenyl)carbamoyl]-4,5,6,7-tetrahydro-1-benzothiophen-2-yl}carbamoyl)benzyl]glycine hydrochloride). The solvent is O (Water), C(C)N(CC)CC (triethylamine), ClCCl (dichloromethane). Run at time 15 hour. Yields the product C1(CC1)N(CC(=O)N(CC(=O)OC)C)CC1=CC(=CC=C1)C(NC=1SC2=C(C1C(NC1=CC=C(C=C1)CCC1=CC=C(C=C1)C(=O)OC)=O)CCCC2)=O (methyl N-cyclopropyl-N-[3-({3-[(4-{2-[4-(methoxycarbonyl)phenyl]ethyl}phenyl)carbamoyl]-4,5,6,7-tetrahydro-1-benzothiophen-2-yl}carbamoyl)benzyl]glycyl-N-methylglycinate). The yield is 46.5%. As a reaction SMILES: Cl.[CH:2]1([N:5]([CH2:10][C:11]2[CH:16]=[CH:15][CH:14]=[C:13]([C:17](=[O:49])[NH:18][C:19]3[S:20][C:21]4[CH2:48][CH2:47][CH2:46][CH2:45][C:22]=4[C:23]=3[C:24](=[O:44])[NH:25][C:26]3[CH:31]=[CH:30][C:29]([CH2:32][CH2:33][C:34]4[CH:39]=[CH:38][C:37]([C:40]([O:42][CH3:43])=[O:41])=[CH:36][CH:35]=4)=[CH:28][CH:27]=3)[CH:12]=2)[CH2:6][C:7](O)=[O:8])[CH2:4][CH2:3]1.Cl.[CH3:51][NH:52][CH2:53][C:54]([O:56][CH3:57])=[O:55].CCN=C=NCCCN(C)C.Cl.C1C=CC2N(O)N=NC=2C=1>O.C(N(CC)CC)C.ClCCl>[CH:2]1([N:5]([CH2:10][C:11]2[CH:16]=[CH:15][CH:14]=[C:13]([C:17](=[O:49])[NH:18][C:19]3[S:20][C:21]4[CH2:48][CH2:47][CH2:46][CH2:45][C:22]=4[C:23]=3[C:24](=[O:44])[NH:25][C:26]3[CH:27]=[CH:28][C:29]([CH2:32][CH2:33][C:34]4[CH:39]=[CH:38][C:37]([C:40]([O:42][CH3:43])=[O:41])=[CH:36][CH:35]=4)=[CH:30][CH:31]=3)[CH:12]=2)[CH2:6][C:7]([N:52]([CH3:51])[CH2:53][C:54]([O:56][CH3:57])=[O:55])=[O:8])[CH2:3][CH2:4]1 |f:0.1,2.3|. Procedure: To a mixture of 306 mg of N-cyclopropyl-N-[3-({3-[(4-{2-[4-(methoxycarbonyl)phenyl]ethyl}phenyl)carbamoyl]-4,5,6,7-tetrahydro-1-benzothiophen-2-yl}carbamoyl)benzyl]glycine hydrochloride and 5.0 mL of dichloromethane were added 0.182 mL of triethylamine, 91 mg of methyl N-methylglycinate hydrochloride, 125 mg of WSC.hydrochloride and 88 mg of HOBt, followed by stirring for 15 hours at room temperature. Water was added to the reaction mixture, followed by extraction with ethyl acetate. The organic... Starting materials: COC1=CC=C(C=C1)C1=CC(=NC=C1)C (4-(4-methoxyphenyl)-2-methylpyridine), ClC1=CC(=CC=C1)C(=O)OO (metachloroperbenzoic acid). The solvent is C(Cl)(Cl)Cl (chloroform). Run at time 2 hour. Yields the product COC1=CC=C(C=C1)C1=CC(=[N+](C=C1)[O-])C (4-(4-methoxyphenyl)-2-methylpyridine 1-oxide). Yield: 94.8%. Reaction SMILES: [CH3:1][O:2][C:3]1[CH:8]=[CH:7][C:6]([C:9]2[CH:14]=[CH:13][N:12]=[C:11]([CH3:15])[CH:10]=2)=[CH:5][CH:4]=1.ClC1C=CC=C(C(OO)=[O:24])C=1>C(Cl)(Cl)Cl>[CH3:1][O:2][C:3]1[CH:4]=[CH:5][C:6]([C:9]2[CH:14]=[CH:13][N+:12]([O-:24])=[C:11]([CH3:15])[CH:10]=2)=[CH:7][CH:8]=1. Procedure details: A mixture of 4-(4-methoxyphenyl)-2-methylpyridine (375 mg) and metachloroperbenzoic acid (70%, 695 mg) in chloroform is stirred at room temperature for two hours. Concentration and purification over silica gel (eluent dichloromethane/methanol from 100/0 to 90/10) affords 384 mg of 4-(4-methoxyphenyl)-2-methylpyridine 1-oxide as an orange oil used without further purification. Reactants: ClCC=1C=NC=CC1 (3-Chloromethylpyridine), O (water), [H-].[Na+] (Sodium hydride), COC(=O)C1=CC2=C(S1)C=CC(=C2)O (5-hydroxybenzo[b]thiophene-2-carboxylic acid methyl ester). The solvent is CN(C=O)C (N,N-dimethylformamide), CN(C=O)C (N,N-dimethylformamide). Run at time 30 minute. Product: COC(=O)C1=CC2=C(S1)C=CC(=C2)OCC=2C=NC=CC2 (5-(3-pyridylmethoxy)benzo[b]thiophene-2-carboxylic acid methyl ester). The yield is 53.5%. RXN SMILES: [H-].[Na+].[CH3:3][O:4][C:5]([C:7]1[S:11][C:10]2[CH:12]=[CH:13][C:14]([OH:16])=[CH:15][C:9]=2[CH:8]=1)=[O:6].Cl[CH2:18][C:19]1[CH:20]=[N:21][CH:22]=[CH:23][CH:24]=1.O>CN(C)C=O>[CH3:3][O:4][C:5]([C:7]1[S:11][C:10]2[CH:12]=[CH:13][C:14]([O:16][CH2:18][C:19]3[CH:20]=[N:21][CH:22]=[CH:23][CH:24]=3)=[CH:15][C:9]=2[CH:8]=1)=[O:6] |f:0.1|. Procedure: Sodium hydride (0.24 g. of 50% dispersion in mineral oil) was added portionwise to a solution of 5-hydroxybenzo[b]thiophene-2-carboxylic acid methyl ester (1.04 g.) in dry N,N-dimethylformamide (10 ml.) and the mixture was stirred at room temperature for 30 minutes. 3-Chloromethylpyridine (0.65 g.) in dry N,N-dimethylformamide (5 ml.) was then added and the mixture was stirred at room temperature for 1 hour, and then poured into water. The mixture was extracted several times with ethyl acetate a... The reactants are Cc1cc(-c2ccc(C(F)(F)F)cc2)cc(-c2ccnc(-c3cccc(S(=O)(=O)NC(C)(C)C)c3)c2)n1, ClCCl, O=C(O)C(F)(F)F. Product: Cc1cc(-c2ccc(C(F)(F)F)cc2)cc(-c2ccnc(-c3cccc(S(N)(=O)=O)c3)c2)n1. As a reaction SMILES: [C:1]([CH3:2])([CH3:3])([CH3:4])[NH:5][S:6](=[O:7])(=[O:8])[c:9]1[cH:10][c:11](-[c:15]2[n:16][cH:17][cH:18][c:19](-[c:21]3[n:22][c:23]([CH3:37])[cH:24][c:25](-[c:27]4[cH:28][cH:29][c:30]([C:33]([F:34])([F:35])[F:36])[cH:31][cH:32]4)[cH:26]3)[cH:20]2)[cH:12][cH:13][cH:14]1.[Cl:45][CH2:46][Cl:47].[F:38][C:39]([F:40])([F:41])[C:42]([OH:43])=[O:44]>>[NH2:5][S:6](=[O:7])(=[O:8])[c:9]1[cH:10][c:11](-[c:15]2[n:16][cH:17][cH:18][c:19](-[c:21]3[n:22][c:23]([CH3:37])[cH:24][c:25](-[c:27]4[cH:28][cH:29][c:30]([C:33]([F:34])([F:35])[F:36])[cH:31][cH:32]4)[cH:26]3)[cH:20]2)[cH:12][cH:13][cH:14]1.